Dataset: the Open Reaction Database (ORD), a public repository of structured organic reaction records. Task: describe an organic reaction: reactants, conditions, products, and yield Starting materials: [H-].[Na+] (NaH), C(C)OC(=O)C1=C(SC(=C1C1=CC=C(C=C1)OCC(=O)OCC)Cl)N (2-amino-4-(4-ethoxycarbonylmethoxy-phenyl)-5-chloro-thiophene-3-carboxylic acid ethyl ester). Run in [OH-].[Na+] (NaOH), CO (MeOH), C1CCOC1 (THF), C1CCOC1 (THF). Run at time 8 hour. Product: ClC1=C(C2=C(NC(C(=C2O)C#N)=O)S1)C1=CC=C(OCC(=O)O)C=C1 (2-[4-(2-chloro-5-cyano-4-hydroxy-6-oxo-6,7-dihydrothieno[2,3-b]pyridin-3-yl)phenoxy]acetic acid). Reaction SMILES: [H-].[Na+].C(O[C:6]([C:8]1[C:12]([C:13]2[CH:18]=[CH:17][C:16]([O:19][CH2:20][C:21]([O:23]CC)=[O:22])=[CH:15][CH:14]=2)=[C:11]([Cl:26])[S:10][C:9]=1[NH2:27])=[O:7])C>C1COCC1.[OH-].[Na+].CO>[Cl:26][C:11]1[S:10][C:9]2[NH:27][C:6](=[O:7])[C:8]([C:9]#[N:27])=[C:6]([OH:7])[C:8]=2[C:12]=1[C:13]1[CH:14]=[CH:15][C:16]([O:19][CH2:20][C:21]([OH:23])=[O:22])=[CH:17][CH:18]=1 |f:0.1,4.5|. Procedure: To an ambient suspension of NaH (235 mg, 5.89 mmol, 60% dispersion in mineral oil, washed with dry hexane) in dry THF (6 mL) was added 2-amino-4-(4-ethoxycarbonylmethoxy-phenyl)-5-chloro-thiophene-3-carboxylic acid ethyl ester (1.06 g, 2.36 mmol) as a solution in THF (6 mL). The reaction was stirred overnight at room temperature and was then diluted with 1N NaOH (10 mL) and MeOH (10 mL). After stirring an additional 1.5 h at room temperature, the reaction was concentrated under reduced pressure ... Starting materials: NC=1C=C(C(=O)O)C=CC1 (m-aminobenzoic acid), C(C)OC=CC(=O)Cl (β-ethoxyacrylic chloride). The solvent is C(C)OCC (diethyl ether). Conditions: temperature 40 celsius. The product is C(=O)(O)C=1C=C(NC(C=COCC)=O)C=CC1 (m-carboxy-N-(β-ethoxyacryloyl)aniline). As a reaction SMILES: [NH2:1][C:2]1[CH:3]=[C:4]([CH:8]=[CH:9][CH:10]=1)[C:5]([OH:7])=[O:6].[CH2:11]([O:13][CH:14]=[CH:15][C:16](Cl)=[O:17])[CH3:12]>C(OCC)C>[C:5]([C:4]1[CH:3]=[C:2]([CH:10]=[CH:9][CH:8]=1)[NH:1][C:16](=[O:17])[CH:15]=[CH:14][O:13][CH2:11][CH3:12])([OH:7])=[O:6]. Procedure: 100 Grams of m-aminobenzoic acid was suspended in 1 liter of diethyl ether, and at a room temperature with stirring 44.6 g of β-ethoxyacrylic chloride was added dropwise. Then the reaction mixture was heated at 40° C. for 5 hours. After the reaction was completed, the precipitated matter was collected by filtration and washed with water three times, and dried, and recrystallized from methanol to obtain 60 g of m-carboxy-N-(β-ethoxyacryloyl)aniline. Colorless cotton-like crystals. Melting point: ...